From a dataset of the Open Reaction Database (ORD), a public repository of structured organic reaction records. describe an organic reaction: reactants, conditions, products, and yield The reactants are ClCCl (dichloromethane), COC=1C=C(C(=O)C=P(C2=CC=CC=C2)(C2=CC=CC=C2)C2=CC=CC=C2)C=CC1OCC(=O)O ((3-methoxy-4-carboxymethoxybenzoyl)methylenetriphenylphosphorane), NC=1SC2=C(N1)C=CC=C2 (2-aminobenzothiazole), O=C1OCCN1P(=O)(N1C(OCC1)=O)Cl (bis(2-oxo-3-oxazolidinyl)phosphinic chloride). The solvent is C(C)N(CC)CC (triethylamine). Conditions: time 8 hour. Yields the product COC=1C=C(C(=O)C=P(C2=CC=CC=C2)(C2=CC=CC=C2)C2=CC=CC=C2)C=CC1OCC(=O)NC=1SC2=C(N1)C=CC=C2 ([3-methoxy-4-(2-benzothiazolylaminocarbonylmethoxy)benzoyl]methylenetriphenylphosphorane). The yield is 81.2%. As a reaction SMILES: ClCCl.[CH3:4][O:5][C:6]1[CH:7]=[C:8]([CH:31]=[CH:32][C:33]=1[O:34][CH2:35][C:36]([OH:38])=O)[C:9]([CH:11]=[P:12]([C:25]1[CH:30]=[CH:29][CH:28]=[CH:27][CH:26]=1)([C:19]1[CH:24]=[CH:23][CH:22]=[CH:21][CH:20]=1)[C:13]1[CH:18]=[CH:17][CH:16]=[CH:15][CH:14]=1)=[O:10].[NH2:39][C:40]1[S:41][C:42]2[CH:48]=[CH:47][CH:46]=[CH:45][C:43]=2[N:44]=1.O=C1N(P(Cl)(N2CCOC2=O)=O)CCO1>C(N(CC)CC)C>[CH3:4][O:5][C:6]1[CH:7]=[C:8]([CH:31]=[CH:32][C:33]=1[O:34][CH2:35][C:36]([NH:39][C:40]1[S:41][C:42]2[CH:48]=[CH:47][CH:46]=[CH:45][C:43]=2[N:44]=1)=[O:38])[C:9]([CH:11]=[P:12]([C:19]1[CH:24]=[CH:23][CH:22]=[CH:21][CH:20]=1)([C:25]1[CH:26]=[CH:27][CH:28]=[CH:29][CH:30]=1)[C:13]1[CH:14]=[CH:15][CH:16]=[CH:17][CH:18]=1)=[O:10]. Procedure details: To dichloromethane (50 ml) are added (3-methoxy-4-carboxymethoxybenzoyl)methylenetriphenylphosphorane (5 g), 2-aminobenzothiazole (1.9 g), bis(2-oxo-3-oxazolidinyl)phosphinic chloride (2.93 g) and triethylamine (3.3 ml), and the mixture is stirred overnight. After the reaction is complete, the mixture is washed with an aqueous sodium hydrogen carbonate solution, and dried over magnesium sulfate to remove the solvent, and further recrystallized from toluene to give [3-methoxy-4-(2-benzothiazolyla... The reactants are NC1=NC(=C2N=CN(C2=N1)C1C(C(C1)CO)CO)OCC1=CC=CC=C1 (3-[2-amino -6-(phenylmethoxy)-9H-purin-9-yl]-1,2-cyclobutanedimethanol), CS(=O)C (DMSO), dibenzoate ester, Cl (hydrochloric acid), C[O-].[Na+] (sodium methoxide). The solvent is CO (methanol), CO (methanol). Reaction conditions: temperature 5 celsius, time 2 hour. Yields the product NC=1NC(C=2N=CN(C2N1)C1C(C(C1)CO)CO)=O (2-Amino-9-[2,3-bis(hydroxymethyl) -cyclobutyl]-1,9-dihydro-6H-purin-6-one). Reaction SMILES: [NH2:1][C:2]1[N:10]=[C:9]2[C:5]([N:6]=[CH:7][N:8]2[CH:11]2[CH2:14][CH:13]([CH2:15][OH:16])[CH:12]2[CH2:17][OH:18])=[C:4]([O:19]CC2C=CC=CC=2)[N:3]=1.C[O-].[Na+].Cl.CS(C)=O>CO>[NH2:1][C:2]1[NH:3][C:4](=[O:19])[C:5]2[N:6]=[CH:7][N:8]([CH:11]3[CH2:14][CH:13]([CH2:15][OH:16])[CH:12]3[CH2:17][OH:18])[C:9]=2[N:10]=1 |f:1.2|. Procedure: A solution of [1S-(1α, 2β, 3α)]-3-[2-amino -6-(phenylmethoxy)-9H-purin-9-yl]-1,2-cyclobutanedimethanol, dibenzoate ester (20.0 g.) in 550 ml. of methanol under argon was treated with 5 ml. of 25% sodium methoxide in methanol and heated at 40° C. for 2 hours. Aqueous hydrochloric acid (3N, 275 ml.) was then added to the reaction mixture, and heating was continued at 50° C. for 2 hours. This mixture was concentrated to 100 ml. and the solution was transferred to a separatory funnel, with addition ... Reactants: C1(=CC=CC=C1)P(C1=CC=CC=C1)C1=CC=CC=C1 (triphenylphosphine), BrN1C(CCC1=O)=O (N-bromosuccinimide), C1(CC1)C=1C=C(C=CC1S(=O)(=O)C1CC1)/C(/C(=O)O)=C\[C@@H]1CC2(O[C@@H]([C@H](O2)C2=CC=CC=C2)C2=CC=CC=C2)CC1 ((2E)-2-[3-cyclopropyl-4-(cyclopropylsulfonyl)phenyl]-3-[(2R,3R,7S)-2,3-diphenyl-1,4-dioxaspiro[4.4]non-7-yl]acrylic acid), NC1=NC=C(C(=O)OC)C=C1 (methyl 6-aminonicotinate). Solvent: ClCCl (dichloromethane), ClCCl (dichloromethane), O (water), ClCCl (dichloromethane), N1=CC=CC=C1 (pyridine). Run at time 15 minute. Yields the product C1(CC1)C=1C=C(C=CC1S(=O)(=O)C1CC1)/C(/C(=O)NC1=NC=C(C(=O)O)C=C1)=C\[C@@H]1CC2(O[C@@H]([C@H](O2)C2=CC=CC=C2)C2=CC=CC=C2)CC1 (6-({(2E)-2-[3-cyclopropyl-4-(cyclopropylsulfonyl)phenyl]-3-[(2R,3R,7S)-2,3-diphenyl-1,4-dioxaspiro[4.4]non-7-yl]prop-2-enoyl}amino)nicotinic acid). Isolated yield 26.7%. RXN SMILES: C1(P(C2C=CC=CC=2)C2C=CC=CC=2)C=CC=CC=1.BrN1C(=O)CCC1=O.[CH:28]1([C:31]2[CH:32]=[C:33](/[C:43](=[CH:47]\[C@H:48]3[CH2:68][CH2:67][C:50]4([O:54][C@H:53]([C:55]5[CH:60]=[CH:59][CH:58]=[CH:57][CH:56]=5)[C@@H:52]([C:61]5[CH:66]=[CH:65][CH:64]=[CH:63][CH:62]=5)[O:51]4)[CH2:49]3)/[C:44](O)=[O:45])[CH:34]=[CH:35][C:36]=2[S:37]([CH:40]2[CH2:42][CH2:41]2)(=[O:39])=[O:38])[CH2:30][CH2:29]1.[NH2:69][C:70]1[CH:79]=[CH:78][C:73]([C:74]([O:76]C)=[O:75])=[CH:72][N:71]=1>ClCCl.N1C=CC=CC=1.O>[CH:28]1([C:31]2[CH:32]=[C:33](/[C:43](=[CH:47]\[C@H:48]3[CH2:68][CH2:67][C:50]4([O:54][C@H:53]([C:55]5[CH:56]=[CH:57][CH:58]=[CH:59][CH:60]=5)[C@@H:52]([C:61]5[CH:66]=[CH:65][CH:64]=[CH:63][CH:62]=5)[O:51]4)[CH2:49]3)/[C:44]([NH:69][C:70]3[CH:79]=[CH:78][C:73]([C:74]([OH:76])=[O:75])=[CH:72][N:71]=3)=[O:45])[CH:34]=[CH:35][C:36]=2[S:37]([CH:40]2[CH2:41][CH2:42]2)(=[O:39])=[O:38])[CH2:29][CH2:30]1. Reported procedure: To a solution of triphenylphosphine (607 mg) in dichloromethane (10 mL) was added N-bromosuccinimide (412 mg) under ice-cooling, followed by stirring for 15 minutes under ice-cooling. A solution of (2E)-2-[3-cyclopropyl-4-(cyclopropylsulfonyl)phenyl]-3-[(2R,3R,7S)-2,3-diphenyl-1,4-dioxaspiro[4.4]non-7-yl]acrylic acid (600 mg) in dichloromethane (10 mL) was added thereto under ice-cooling, followed by stirring at room temperature for 0.5 hour. A solution of methyl 6-aminonicotinate (160 mg) in di... Starting materials: N[C@@H]1CN(CC[C@@H]1NC(=O)C=1NC(=C(N1)Cl)CC)C=1SC2=C(N1)C=CC=C2C(=O)OCC (ethyl cis(±)-2-(3-amino-4-{[(4-chloro-5-ethyl-1H-imidazol-2-yl)carbonyl]amino}piperidin-1-yl)-1,3-benzothiazole-7-carboxylate), C(C)(=O)O[BH-](OC(C)=O)OC(C)=O.[Na+] (sodium (triacetoxy)borohydride), N[C@@H]1CN(CC[C@@H]1NC(=O)C=1NC(=C(N1)Cl)CC)C=1SC2=C(N1)C=CC=C2C(=O)OCC (Ethyl cis(±)-2-(3-amino-4-{[(4-chloro-5-ethyl-1H-imidazol-2-yl)carbonyl]amino}piperidin-1-yl)-1,3-benzothiazole-7-carboxylate), CC(CC=O)C (3-methylbutanal). Yields the product ClC=1N=C(NC1CC)C(=O)N[C@@H]1[C@@H](CN(CC1)C=1SC2=C(N1)C=CC=C2C(=O)OCC)NCCC(C)C (Ethyl cis(±)-2-(4-{[(4-chloro-5-ethyl-1H-imidazol-2-yl)carbonyl]amino}-3-[(3-methylbutyl)amino]piperidin-1-yl)-1,3-benzothiazole-7-carboxylate). Reaction SMILES: [NH2:1][C@H:2]1[C@@H:7]([NH:8][C:9]([C:11]2[NH:12][C:13]([CH2:17][CH3:18])=[C:14]([Cl:16])[N:15]=2)=[O:10])[CH2:6][CH2:5][N:4]([C:19]2[S:20][C:21]3[C:27]([C:28]([O:30][CH2:31][CH3:32])=[O:29])=[CH:26][CH:25]=[CH:24][C:22]=3[N:23]=2)[CH2:3]1.[CH3:33][CH:34]([CH3:38])[CH2:35][CH:36]=O.C(O[BH-](OC(=O)C)OC(=O)C)(=O)C.[Na+]>>[Cl:16][C:14]1[N:15]=[C:11]([C:9]([NH:8][C@H:7]2[CH2:6][CH2:5][N:4]([C:19]3[S:20][C:21]4[C:27]([C:28]([O:30][CH2:31][CH3:32])=[O:29])=[CH:26][CH:25]=[CH:24][C:22]=4[N:23]=3)[CH2:3][C@H:2]2[NH:1][CH2:36][CH2:35][CH:34]([CH3:38])[CH3:33])=[O:10])[NH:12][C:13]=1[CH2:17][CH3:18] |f:2.3|. Procedure details: The same operation as in Example (77d) was performed using ethyl cis(±)-2-(3-amino-4-{[(4-chloro-5-ethyl-1H-imidazol-2-yl)carbonyl]amino}piperidin-1-yl)-1,3-benzothiazole-7-carboxylate obtained by the method described in Example (81e) (30 mg, 0.063 mmol), 3-methylbutanal (10.8 μL, 0.010 mmol) and sodium (triacetoxy)borohydride (87 mg, 0.41 mmol), to obtain 34.2 mg of the title compound as a colorless oily substance (99%). The reactants are S1C=CC=2NC(=CC21)C(=O)OC (methyl 4H-thieno[3,2-b]pyrrole-5-carboxylate), BrCC1=CC=CC2=CC=C(C=C12)F (1-bromomethyl-7-fluoro-naphthalene). Product: COC(=O)C1=CC2=C(N1CC1=CC=CC3=CC=C(C=C13)F)C=CS2 (4-(7-fluoro-naphthalen-1-ylmethyl)-4H-thieno[3,2-b]pyrrole-5-carboxylic acid methyl ester). RXN SMILES: [S:1]1[C:8]2[CH:7]=[C:6]([C:9]([O:11][CH3:12])=[O:10])[NH:5][C:4]=2[CH:3]=[CH:2]1.Br[CH2:14][C:15]1[C:24]2[C:19](=[CH:20][CH:21]=[C:22]([F:25])[CH:23]=2)[CH:18]=[CH:17][CH:16]=1>>[CH3:12][O:11][C:9]([C:6]1[N:5]([CH2:14][C:15]2[C:24]3[C:19](=[CH:20][CH:21]=[C:22]([F:25])[CH:23]=3)[CH:18]=[CH:17][CH:16]=2)[C:4]2[CH:3]=[CH:2][S:1][C:8]=2[CH:7]=1)=[O:10]. Reported procedure: Using general procedure B, methyl 4H-thieno[3,2-b]pyrrole-5-carboxylate was coupled with 1-bromomethyl-7-fluoro-naphthalene (from Example 49.3.) to give 4-(7-fluoro-naphthalen-1-ylmethyl)-4H-thieno[3,2-b]pyrrole-5-carboxylic acid methyl ester which was hydrolyzed as described in the general procedure B (Exp. 2.2) to give the title compound as a white solid. MS: 324.4 ([M−H]−). Starting materials: Cl (hydrochloric acid), ClC1=C(C=CC(=O)O)C=CC(=C1OC)OC (2-Chloro-3,4-dimethoxycinnamic acid), S(=O)(Cl)Cl (thionyl chloride), NC=1C(N(C(N(C1N)C)=O)C)=O (5,6-diamino-1,3-dimethyluracil). The solvent is [OH-].[Na+] (sodium hydroxide), O1CCOCC1 (dioxane), O (water), N1=CC=CC=C1 (pyridine), C(Cl)Cl (Methylene chloride). Conditions: temperature 60 celsius, time 1.5 hour. Product: ClC1=C(/C=C/C2=NC=3N(C(N(C)C(C3N2)=O)=O)C)C=CC(=C1OC)OC ((E)-8-(2-Chloro-3,4-dimethoxystyryl)theophylline). Isolated yield 28.0%. Reaction SMILES: [Cl:1][C:2]1[C:12]([O:13][CH3:14])=[C:11]([O:15][CH3:16])[CH:10]=[CH:9][C:3]=1[CH:4]=[CH:5][C:6](O)=O.S(Cl)(Cl)=O.[NH2:21][C:22]1[C:23](=[O:32])[N:24]([CH3:31])[C:25](=[O:30])[N:26]([CH3:29])[C:27]=1[NH2:28].Cl>N1C=CC=CC=1.[OH-].[Na+].O1CCOCC1.O.C(Cl)Cl>[Cl:1][C:2]1[C:12]([O:13][CH3:14])=[C:11]([O:15][CH3:16])[CH:10]=[CH:9][C:3]=1/[CH:4]=[CH:5]/[C:6]1[NH:21][C:22]2[C:23](=[O:32])[N:24]([CH3:31])[C:25](=[O:30])[N:26]([CH3:29])[C:27]=2[N:28]=1 |f:5.6|. Procedure: 2-Chloro-3,4-dimethoxycinnamic acid (3.93 g, 16.2 mmol) was dissolved in 57 ml of pyridine. To the solution was added 1.26 ml (17.6 mmol) of thionyl chloride under ice cooling, and the mixture was stirred at 60° C. for 1.5 hours. Methylene chloride (58 ml) containing 2.50 g (14.7 mmol) of 5,6-diamino-1,3-dimethyluracil was added dropwise to the solution under ice cooling, and the reaction solution was stirred at room temperature for further 40 minutes. The deposited crystals were collected by fi... Conditions: temperature 100 celsius, time 8 hour. Procedure details: To a solution of 2,7-bis(3,5-dimethylpiperidin-1-ylsulfonyl)-10-methylacridine-9(10H)-thione (290 mg, 0.5 mmole) in pyridine (5 mL) was added hydroxylamine hydrochloride (210 mg, 30 mmole) and the mixture was stirred at 100° C. for 8 hrs. Solvent was removed and the residue was treated with water to remove excess of hydroxylamine. Crude material was crystallized from methanol-water to give 245 mg (85%) of the title compound. MS 575 (MH+). Yield: 85.3%. Starting materials: CC1CN(CC(C1)C)S(=O)(=O)C1=CC=2C(C3=CC(=CC=C3N(C2C=C1)C)S(=O)(=O)N1CC(CC(C1)C)C)=S (2,7-bis(3,5-dimethylpiperidin-1-ylsulfonyl)-10-methylacridine-9(10H)-thione), Cl.NO (hydroxylamine hydrochloride). Reaction SMILES: [CH3:1][CH:2]1[CH2:7][CH:6]([CH3:8])[CH2:5][N:4]([S:9]([C:12]2[CH:25]=[CH:24][C:23]3[N:22]([CH3:26])[C:21]4[C:16](=[CH:17][C:18]([S:27]([N:30]5[CH2:35][CH:34]([CH3:36])[CH2:33][CH:32]([CH3:37])[CH2:31]5)(=[O:29])=[O:28])=[CH:19][CH:20]=4)[C:15](=S)[C:14]=3[CH:13]=2)(=[O:11])=[O:10])[CH2:3]1.Cl.[NH2:40][OH:41]>N1C=CC=CC=1>[CH3:37][CH:32]1[CH2:33][CH:34]([CH3:36])[CH2:35][N:30]([S:27]([C:18]2[CH:19]=[CH:20][C:21]3[N:22]([CH3:26])[C:23]4[C:14](=[CH:13][C:12]([S:9]([N:4]5[CH2:5][CH:6]([CH3:8])[CH2:7][CH:2]([CH3:1])[CH2:3]5)(=[O:11])=[O:10])=[CH:25][CH:24]=4)[C:15](=[N:40][OH:41])[C:16]=3[CH:17]=2)(=[O:28])=[O:29])[CH2:31]1 |f:1.2|. The solvent is N1=CC=CC=C1 (pyridine). Product: CC1CN(CC(C1)C)S(=O)(=O)C1=CC=2C(C3=CC(=CC=C3N(C2C=C1)C)S(=O)(=O)N1CC(CC(C1)C)C)=NO (2,7-bis(3,5-dimethylpiperidin-1-ylsulfonyl)-9-hydroxyimino-10-methyl-(9H,10H)-acridine).